This data is from the Open Reaction Database (ORD), a public repository of structured organic reaction records. The task is: describe an organic reaction: reactants, conditions, products, and yield The reactants are C=CCBr, CN(C)C=O, [H-], [Na+], O, C=CCC1(O)CCN(C(=O)OC(C)(C)C)CC1. Product: C=CCOC1(CC=C)CCN(C(=O)OC(C)(C)C)CC1. RXN SMILES: [CH2:20]([CH:21]=[CH2:22])[Br:23].[CH3:25][N:26]([CH3:27])[CH:28]=[O:29].[H-:1].[Na+:2].[OH2:24].[OH:3][C:4]1([CH2:17][CH:18]=[CH2:19])[CH2:5][CH2:6][N:7]([C:10](=[O:11])[O:12][C:13]([CH3:14])([CH3:15])[CH3:16])[CH2:8][CH2:9]1>>[O:3]([C:4]1([CH2:17][CH:18]=[CH2:19])[CH2:5][CH2:6][N:7]([C:10](=[O:11])[O:12][C:13]([CH3:14])([CH3:15])[CH3:16])[CH2:8][CH2:9]1)[CH2:22][CH:21]=[CH2:20]. Reactants: OB(O)C1CC1, COc1ccc2c(Cl)nc(Nc3cc(C)[nH]n3)cc2c1, [K+], [K+], [K+], C1COCCO1, O, O=P([O-])([O-])[O-], Cl[Pd]Cl. Product: COc1ccc2c(C3CC3)nc(Nc3cc(C)[nH]n3)cc2c1. RXN SMILES: [CH:21]1([B:24]([OH:25])[OH:26])[CH2:22][CH2:23]1.[Cl:1][c:2]1[n:3][c:4]([NH:14][c:15]2[n:16][nH:17][c:18]([CH3:20])[cH:19]2)[cH:5][c:6]2[cH:7][c:8]([O:12][CH3:13])[cH:9][cH:10][c:11]12.[K+:32].[K+:33].[K+:34].[O:38]1[CH2:39][CH2:40][O:41][CH2:42][CH2:43]1.[OH2:44].[P:27]([O-:28])([O-:29])([O-:30])=[O:31].[Pd:35]([Cl:36])[Cl:37]>>[c:2]1([CH:21]2[CH2:22][CH2:23]2)[n:3][c:4]([NH:14][c:15]2[n:16][nH:17][c:18]([CH3:20])[cH:19]2)[cH:5][c:6]2[cH:7][c:8]([O:12][CH3:13])[cH:9][cH:10][c:11]12. The reactants are ClC1=CC=C(C=C1)C1=NN(C(=C1)C(F)(F)F)C1=CC=C(C=C1)S(=O)(=O)N (4-[3-(4-chlorophenyl)-5-(trifluoromethyl)-1H-pyrazol-1-yl]benzenesulfonamide), 4-Sulphonamidophenylhydrazine hydrochloride, FC(C(CC(=O)C1=CC=C(C=C1)Cl)=O)(F)F (4,4,4-Trifluoro-1-[4-(chloro)phenyl]-butane-1,3-dione), ClC1=CC=C(C=C1)C=1C(=NN(C1)C1=CC=C(C=C1)S(=O)(=O)N)C(F)(F)F (4-[4-(4-chlorophenyl)-3-(trifluoromethyl)-1H-pyrazol-1-yl]benzenesulfonamide). Solvent: C(C)O (ethanol). Run at time 20 hour. The product is ClC1=CC=C(C=C1)C1=CC(=NN1C1=CC=C(C=C1)S(=O)(=O)N)C(F)(F)F (4-[5-(4-Chlorophenyl)-3-(trifluoromethyl)-1H-pyrazol-1-yl]benzenesulfonamide). The yield is 80.0%. Reaction SMILES: [F:1][C:2]([F:16])([F:15])[C:3](=O)[CH2:4][C:5]([C:7]1[CH:12]=[CH:11][C:10]([Cl:13])=[CH:9][CH:8]=1)=O.ClC1C=CC(C2C(C(F)(F)F)=[N:26][N:27]([C:29]3[CH:34]=[CH:33][C:32]([S:35]([NH2:38])(=[O:37])=[O:36])=[CH:31][CH:30]=3)C=2)=CC=1.ClC1C=CC(C2C=C(C(F)(F)F)N(C3C=CC(S(N)(=O)=O)=CC=3)N=2)=CC=1>C(O)C>[Cl:13][C:10]1[CH:11]=[CH:12][C:7]([C:5]2[N:27]([C:29]3[CH:30]=[CH:31][C:32]([S:35]([NH2:38])(=[O:37])=[O:36])=[CH:33][CH:34]=3)[N:26]=[C:3]([C:2]([F:16])([F:15])[F:1])[CH:4]=2)=[CH:8][CH:9]=1. Procedure: 4-Sulphonamidophenylhydrazine hydrochloride (982 mg, 4.4 mmol 1,1-equivalent) was added to a stirred solution of 4,4,4-trifluoro-1-[4-(chloro)phenyl]-butane-1,3-dione from Step 1 (1.00 g, 4.0 mmol) in ethanol 150 mL). The reaction was heated to reflux and stirred for 20 hours. (HPLC area percent showed a 96:3 ratio of 4-[4-(4-chlorophenyl)-3-(trifluoromethyl)-1H-pyrazol-1-yl]benzenesulfonamide to its regioisomer (4-[3-(4-chlorophenyl)-5-(trifluoromethyl)-1H-pyrazol-1-yl]benzenesulfonamide. After... The reactants are B, CSC, C1CCOC1, O=C(O)C(c1ccccc1)C1CCCCC1. The product is OCC(c1ccccc1)C1CCCCC1. RXN SMILES: [BH3:20].[CH3:17][S:18][CH3:19].[O:21]1[CH2:22][CH2:23][CH2:24][CH2:25]1.[c:1]1([CH:7]([C:8](=[O:9])[OH:10])[CH:11]2[CH2:12][CH2:13][CH2:14][CH2:15][CH2:16]2)[cH:2][cH:3][cH:4][cH:5][cH:6]1>>[c:1]1([CH:7]([CH2:8][OH:9])[CH:11]2[CH2:12][CH2:13][CH2:14][CH2:15][CH2:16]2)[cH:2][cH:3][cH:4][cH:5][cH:6]1. Starting materials: BrC1=C2C=CC=C(C2=CC=C1)C=1NC(C(=C(N1)CC1=CC=CC2=CC=CC=C12)C#N)=O (2-(5-Bromo-1-naphthalenyl)-1,6-dihydro-4-[(1-naphthalenyl)methyl]-6-oxo-5-pyrimidinecarbonitrile), [H-].[Na+] (NaH), BrCC(=O)OC(C)(C)C (t-butyl bromoacetate). The solvent is CN(C)C=O (DMF), CN(C)C=O (DMF). Reaction conditions: time 30 minute. Product: BrC1=C2C=CC=C(C2=CC=C1)C1=NC(=C(C(=N1)OCC(=O)OC(C)(C)C)C#N)CC1=CC=CC2=CC=CC=C12 (t-Butyl [[2-(5-Bromo-1-naphthalenyl)-5-cyano-6-[(1-naphthalenyl)methyl]-4-pyrimidinyl]oxy]acetate). Isolated yield 48.0%. As a reaction SMILES: [H-].[Na+].[Br:3][C:4]1[CH:13]=[CH:12][CH:11]=[C:10]2[C:5]=1[CH:6]=[CH:7][CH:8]=[C:9]2[C:14]1[NH:15][C:16](=[O:33])[C:17]([C:31]#[N:32])=[C:18]([CH2:20][C:21]2[C:30]3[C:25](=[CH:26][CH:27]=[CH:28][CH:29]=3)[CH:24]=[CH:23][CH:22]=2)[N:19]=1.Br[CH2:35][C:36]([O:38][C:39]([CH3:42])([CH3:41])[CH3:40])=[O:37]>CN(C=O)C>[Br:3][C:4]1[CH:13]=[CH:12][CH:11]=[C:10]2[C:5]=1[CH:6]=[CH:7][CH:8]=[C:9]2[C:14]1[N:15]=[C:16]([O:33][CH2:35][C:36]([O:38][C:39]([CH3:42])([CH3:41])[CH3:40])=[O:37])[C:17]([C:31]#[N:32])=[C:18]([CH2:20][C:21]2[C:30]3[C:25](=[CH:26][CH:27]=[CH:28][CH:29]=3)[CH:24]=[CH:23][CH:22]=2)[N:19]=1 |f:0.1|. Reported procedure: To a stirred suspension of NaH (60% suspension in mineral oil, washed with hexane, 0.64 g, 16.1 mmol) in DMF (25 mL) was added a solution of 2-(5-bromo-1-naphthalenyl)-1,6-dihydro-4-[(1-naphthalenyl)methyl]-6-oxo-5-pyrimidinecarbonitrile (prepared in Step 3) (5.0 g, 10.7 mmol) in DMF (100 mL) at room temperature. After 30 minutes, t-butyl bromoacetate was added and stirring was continued for 18 hours. The reaction was quenched by the addition of water (10 mL) and the resulting mixture was partit... Reactants: CN(C)C=O, COC(=O)c1cc2c(=O)cc[nH]c2o1, O=S(Cl)Cl. RXN SMILES: [CH3:19][N:20]([CH3:21])[CH:22]=[O:23].[CH3:5][O:6][C:7](=[O:8])[c:9]1[cH:10][c:11]2[c:12]([nH:13][cH:14][cH:15][c:16]2=[O:17])[o:18]1.[S:1]([Cl:2])([Cl:3])=[O:4]>>[Cl:3][c:16]1[c:11]2[cH:10][c:9]([C:7]([O:6][CH3:5])=[O:8])[o:18][c:12]2[n:13][cH:14][cH:15]1. Product: COC(=O)c1cc2c(Cl)ccnc2o1. The reactants are C1CCOC1, [Li]CCCC, Cc1cc(N)cc(-c2cncs2)c1, CC(C)NC(C)C, ClCCl, CC(=O)C(F)(F)F, O. Product: Cc1cc(N)cc(-c2cnc(C(C)(O)C(F)(F)F)s2)c1. RXN SMILES: [CH2:33]1[O:34][CH2:35][CH2:36][CH2:37]1.[CH2:8]([Li:9])[CH2:10][CH2:11][CH3:12].[CH3:13][c:14]1[cH:15][c:16]([NH2:17])[cH:18][c:19](-[c:21]2[cH:22][n:23][cH:24][s:25]2)[cH:20]1.[CH:1]([NH:2][CH:3]([CH3:4])[CH3:5])([CH3:6])[CH3:7].[Cl:39][CH2:40][Cl:41].[F:26][C:27]([C:28](=[O:29])[CH3:30])([F:31])[F:32].[OH2:38]>>[CH3:13][c:14]1[cH:15][c:16]([NH2:17])[cH:18][c:19](-[c:21]2[cH:22][n:23][c:24]([C:28]([C:27]([F:26])([F:31])[F:32])([OH:29])[CH3:30])[s:25]2)[cH:20]1. The reactants are C(C)N1C2=C(N(C(C3=C1N=CC(=C3)CCC3=CC=NC=C3)=O)C)C=CC(=N2)[Sn](C)(C)C (5,11-dihydro-11-ethyl-8-[2-(4-pyridyl)ethyl]-2-trimethylstannyl-5-methyl-6H-dipyrido[3,2-b:2',3'-e][1,4]diazepin-6-one), II (iodine). Solvent: C(Cl)(Cl)Cl (chloroform), C(Cl)(Cl)Cl (chloroform). Run at time 24 hour. Yields the product C(C)N1C2=C(N(C(C3=C1N=CC(=C3)CCC3=CC=NC=C3)=O)C)C=CC(=N2)I (5,11-Dihydro-11-ethyl-2-iodo-8-[2-(4-pyridyl)ethyl]-5-methyl-6H-dipyrido[3,2-b:2',3'-e][1,4]diazepin-6-one). The yield is 21.0%. As a reaction SMILES: [CH2:1]([N:3]1[C:9]2[N:10]=[CH:11][C:12]([CH2:14][CH2:15][C:16]3[CH:21]=[CH:20][N:19]=[CH:18][CH:17]=3)=[CH:13][C:8]=2[C:7](=[O:22])[N:6]([CH3:23])[C:5]2[CH:24]=[CH:25][C:26]([Sn](C)(C)C)=[N:27][C:4]1=2)[CH3:2].[I:32]I>C(Cl)(Cl)Cl>[CH2:1]([N:3]1[C:9]2[N:10]=[CH:11][C:12]([CH2:14][CH2:15][C:16]3[CH:21]=[CH:20][N:19]=[CH:18][CH:17]=3)=[CH:13][C:8]=2[C:7](=[O:22])[N:6]([CH3:23])[C:5]2[CH:24]=[CH:25][C:26]([I:32])=[N:27][C:4]1=2)[CH3:2]. Reported procedure: To a solution of 5,11-dihydro-11-ethyl-8-[2-(4-pyridyl)ethyl]-2-trimethylstannyl-5-methyl-6H-dipyrido[3,2-b:2',3'-e][1,4]diazepin-6-one (47 mg, 0.09 mmol) in chloroform was added a solution of iodine in chloroform (0.1M, 4 mL, 0.4 mmol). After 24 hours, the reaction mixture was washed with saturated aqueous KF, 5% NaHSO3, and saturated aq. sodium chloride. Purification by flash chromatography (elution with methanol-dichloromethane) and recrystallization (ethyl acetate-hexanes) afforded 15 mg (21... Reactants: ClC(=O)OCC1=CC=C(C=C1)[N+](=O)[O-] (4-(nitro)benzyl chloroformate), C(C#C)C1CCN(CC1)C(=O)OC(C)(C)C (tert-butyl 4-(prop-2-ynyl)piperidine-1-carboxylate). The product is C(C#C)C1CCN(CC1)C(=O)OCC1=CC=C(C=C1)[N+](=O)[O-] (4-(nitro)benzyl 4-(prop-2-ynyl)piperidine-1-carboxylate). RXN SMILES: Cl[C:2]([O:4][CH2:5][C:6]1[CH:11]=[CH:10][C:9]([N+:12]([O-:14])=[O:13])=[CH:8][CH:7]=1)=[O:3].[CH2:15]([CH:18]1[CH2:23][CH2:22][N:21](C(OC(C)(C)C)=O)[CH2:20][CH2:19]1)[C:16]#[CH:17]>>[CH2:15]([CH:18]1[CH2:23][CH2:22][N:21]([C:2]([O:4][CH2:5][C:6]2[CH:11]=[CH:10][C:9]([N+:12]([O-:14])=[O:13])=[CH:8][CH:7]=2)=[O:3])[CH2:20][CH2:19]1)[C:16]#[CH:17]. Procedure details: 4-(nitro)benzyl chloroformate (5.00 g, 23.2 mmol) was added to a solution of tert-butyl 4-(prop-2-ynyl)piperidine-1-carboxylate (3.98 g, 17.4 mmol) according to general procedure 1. Yield=4.66 g, 86%. m/z MH+=302.98. HPLC rt=12.3 min.